This data is from the Open Reaction Database (ORD), a public repository of structured organic reaction records. The task is: describe an organic reaction: reactants, conditions, products, and yield Reactants: resultant mixture, C(O[C@H]1CC[C@@]2([C@H]3CC[C@@]4([C@H](CC[C@@]4([C@@H]3CC[C@@H]2C1)O)C=1C=CC(OC1)=O)C)C)(OC1=CC=C(C=C1)[N+](=O)[O-])=O ((3S,5R,8R,9S,10S,13R,14S,17R)-14-hydroxy-10,13-dimethyl-17-(2-oxo-2H-pyran-5-yl)hexadecahydro-1H-cyclopenta[a]phenanthren-3-yl 4-nitrophenyl carbonate), NCCCC(=O)O (4-aminobutanoic acid), CCN(C(C)C)C(C)C (DIEA). The reagents and catalysts are CN(C)C=1C=CN=CC1 (DMAP). Solvent: C(Cl)Cl (CH2Cl2). Yields the product O[C@]12[C@@H]3CC[C@@H]4C[C@H](CC[C@@]4([C@H]3CC[C@@]2([C@H](CC1)C=1C=CC(OC1)=O)C)C)OC(=O)NCCCC(=O)O (4-(((3S,5R,8R,9S,10S,13R,14S,17R)-14-hydroxy-10,13-dimethyl-17-(2-oxo-2H-pyran-5-yl)hexadecahydro-1H-cyclopenta[a]phenanthren-3-yloxy)carbonylamino)butanoic acid). Yield: 53.9%. Reaction SMILES: [C:1](=[O:40])(OC1C=CC([N+]([O-])=O)=CC=1)[O:2][C@@H:3]1[CH2:19][C@@H:18]2[C@@:6]([CH3:29])([C@@H:7]3[C@@H:15]([CH2:16][CH2:17]2)[C@:14]2([OH:20])[C@@:10]([CH3:28])([C@@H:11]([C:21]4[CH:22]=[CH:23][C:24](=[O:27])[O:25][CH:26]=4)[CH2:12][CH2:13]2)[CH2:9][CH2:8]3)[CH2:5][CH2:4]1.[NH2:41][CH2:42][CH2:43][CH2:44][C:45]([OH:47])=[O:46].CCN(C(C)C)C(C)C>C(Cl)Cl.CN(C1C=CN=CC=1)C>[OH:20][C@:14]12[CH2:13][CH2:12][C@H:11]([C:21]3[CH:22]=[CH:23][C:24](=[O:27])[O:25][CH:26]=3)[C@@:10]1([CH3:28])[CH2:9][CH2:8][C@H:7]1[C@H:15]2[CH2:16][CH2:17][C@H:18]2[C@:6]1([CH3:29])[CH2:5][CH2:4][C@H:3]([O:2][C:1]([NH:41][CH2:42][CH2:43][CH2:44][C:45]([OH:47])=[O:46])=[O:40])[CH2:19]2. Procedure details: To a solution of (3S,5R,8R,9S,10S,13R,14S,17R)-14-hydroxy-10,13-dimethyl-17-(2-oxo-2H-pyran-5-yl)hexadecahydro-1H-cyclopenta[a]phenanthren-3-yl 4-nitrophenyl carbonate (20 mg, 0.036 mmol) in CH2Cl2 was added 4-aminobutanoic acid (37.1 mg, 0.36 mmol, 10 eq), DIEA (18.6 mg, 0.144 mmol, 4 eq) and DMAP (16.1 mg, 0.144 mmol, 4 eq). The resultant mixture was stirred at 40° C. for 16 h and then purified via preparative TLC to afford 4-(((3S,5R,8R,9S,10S,13R,14S,17R)-14-hydroxy-10,13-dimethyl-17-(2-oxo-... Starting materials: CS(=O)(=O)OC[C@H]1[C@H](C1)C1=CC=CC2=C1CCO2 ((cis)-[2-(2,3-dihydrobenzofuran-4-yl)cycloprop-1-yl]methyl methane sulfonate), [N-]=[N+]=[N-].[Na+] (sodium azide). Reaction SMILES: CS(O[CH2:6][C@@H:7]1[CH2:9][C@@H:8]1[C:10]1[C:15]2[CH2:16][CH2:17][O:18][C:14]=2[CH:13]=[CH:12][CH:11]=1)(=O)=O.[N-:19]=[N+:20]=[N-:21].[Na+]>CN(C)C=O.C(Cl)Cl>[O:18]1[C:14]2[CH:13]=[CH:12][CH:11]=[C:10]([C@H:8]3[CH2:9][C@H:7]3[CH2:6][N:19]=[N+:20]=[N-:21])[C:15]=2[CH2:16][CH2:17]1 |f:1.2|. The product is O1CCC2=C1C=CC=C2[C@@H]2[C@@H](C2)CN=[N+]=[N-] ((cis)-2-(2,3-Dihydrobenzofuran-4-yl)cycloprop-1-yl methyl azide). The yield is 102.2%. Run in CN(C=O)C (dimethylformamide), C(Cl)Cl (CH2Cl2). Procedure details: A solution of (cis)-[2-(2,3-dihydrobenzofuran-4-yl)cycloprop-1-yl]methyl methane sulfonate (5.0 mmol) and sodium azide (10.0 mmol) in 100 mL of dimethylformamide was heated at 70° C. for 1 h. The reaction mixture was allowed to cool to room temperature and stirred overnight. The crude reaction mixture was then diluted with CH2Cl2 (100×mL) and washed sequentially with water (3×100 mL) and then brine (1×100 mL). The organic phase was separated, dried over magnesium sulfate, filtered and concentrat... Run at time 8 hour. Starting materials: COC(=O)c1nc2ccc(NC(=O)c3cnc(-c4ccccc4)nc3)cc2[nH]1, CO, [Li+], C1CCOC1, [OH-], O. The product is O=C(Nc1ccc2nc(C(=O)O)[nH]c2c1)c1cnc(-c2ccccc2)nc1. Reaction SMILES: [CH3:1][O:2][C:3](=[O:4])[c:5]1[n:6][c:7]2[c:8]([nH:9]1)[cH:10][c:11]([NH:14][C:15](=[O:16])[c:17]1[cH:18][n:19][c:20](-[c:23]3[cH:24][cH:25][cH:26][cH:27][cH:28]3)[n:21][cH:22]1)[cH:12][cH:13]2.[CH3:31][OH:32].[Li+:30].[O:34]1[CH2:35][CH2:36][CH2:37][CH2:38]1.[OH-:29].[OH2:33]>>[O:2]=[C:3]([OH:4])[c:5]1[n:6][c:7]2[c:8]([nH:9]1)[cH:10][c:11]([NH:14][C:15](=[O:16])[c:17]1[cH:18][n:19][c:20](-[c:23]3[cH:24][cH:25][cH:26][cH:27][cH:28]3)[n:21][cH:22]1)[cH:12][cH:13]2. Reactants: [Cl-].[NH4+] (ammonium chloride), C1(CC1)C1=CC(=NN1)NC1=CC(=NC=C1[N+](=O)[O-])N[C@@H](C)C1=CC=C(C=C1)F ((S)-N4-(5-cyclopropyl-1H-pyrazol-3-yl)-N2-(1-(4-fluorophenyl)ethyl)-5-nitropyridine-2,4-diamine), C(C)(=O)[O-].[NH4+] (ammonium acetate). Reagents/catalysts: [Zn] (zinc). Run in CO.C1CCOC1 (MeOH THF). Run at temperature 25 celsius, time 1 hour. Product: C1(CC1)C1=CC(=NN1)NC1=CC(=NC=C1N)N[C@@H](C)C1=CC=C(C=C1)F ((S)-N4-(5-Cyclopropyl-1H-pyrazol-3-yl)-N2-(1-(4-fluorophenyl)ethyl)pyridine-2,4,5-triamine). RXN SMILES: [CH:1]1([C:4]2[NH:8][N:7]=[C:6]([NH:9][C:10]3[C:15]([N+:16]([O-])=O)=[CH:14][N:13]=[C:12]([NH:19][C@H:20]([C:22]4[CH:27]=[CH:26][C:25]([F:28])=[CH:24][CH:23]=4)[CH3:21])[CH:11]=3)[CH:5]=2)[CH2:3][CH2:2]1.[Cl-].[NH4+].C([O-])(=O)C.[NH4+]>CO.C1COCC1.[Zn]>[CH:1]1([C:4]2[NH:8][N:7]=[C:6]([NH:9][C:10]3[C:15]([NH2:16])=[CH:14][N:13]=[C:12]([NH:19][C@H:20]([C:22]4[CH:23]=[CH:24][C:25]([F:28])=[CH:26][CH:27]=4)[CH3:21])[CH:11]=3)[CH:5]=2)[CH2:3][CH2:2]1 |f:1.2,3.4,5.6|. Reported procedure: To a suspension of (S)-N4-(5-cyclopropyl-1H-pyrazol-3-yl)-N2-(1-(4-fluorophenyl)ethyl)-5-nitropyridine-2,4-diamine (Method 89, 0.15 g, 0.40 mmol) and zinc dust (0.13 g, 2.0 mmol) in MeOH-THF (1:1, 16 ml) was slowly added saturated ammonium chloride solution (2 ml). The reaction mixture was stirred at 25° C. for 1 hour, to which was added saturated ammonium acetate solution (5 ml). The resulting mixture was stirred for another 30 min. Zn dust was removed by filtration and washed with EtOAc (20 ml... Reactants: B(Cl)(Cl)Cl (Borontrichloride), Cl (HCl), C(C1=CC=CC=C1)N1CCC(CC1)NC1=CC=C(C=C1)F ((1-Benzyl-piperidine-4-yl)-(4-fluoro-phenyl)-amine), ClC(C#N)CC (2-Chlorbutyronitrile), [Cl-].[Cl-].[Cl-].[Al+3] (aluminiumtrichloride), C([O-])([O-])=O.[Na+].[Na+] (sodium carbonate). Solvent: C(Cl)Cl (CH2Cl2), O (Water), C1=CC=CC=C1 (benzene). The product is C(C1=CC=CC=C1)N1CCC(CC1)NC1=C(C=CC=C1)C(C(CC)Cl)=O (1-[2-(1-Benzyl-piperidine-4-ylamino)-phenyl]-2-chloro-butan-1-one). RXN SMILES: [CH2:1]([N:8]1[CH2:13][CH2:12][CH:11]([NH:14][C:15]2[CH:20]=[CH:19][C:18](F)=[CH:17][CH:16]=2)[CH2:10][CH2:9]1)[C:2]1[CH:7]=[CH:6][CH:5]=[CH:4][CH:3]=1.B(Cl)(Cl)Cl.[Cl:26][CH:27]([CH2:30][CH3:31])[C:28]#N.[Cl-].[Cl-].[Cl-].[Al+3].Cl.C(=O)([O-])[O-:38].[Na+].[Na+]>C1C=CC=CC=1.C(Cl)Cl.O>[CH2:1]([N:8]1[CH2:13][CH2:12][CH:11]([NH:14][C:15]2[CH:20]=[CH:19][CH:18]=[CH:17][C:16]=2[C:28](=[O:38])[CH:27]([Cl:26])[CH2:30][CH3:31])[CH2:10][CH2:9]1)[C:2]1[CH:7]=[CH:6][CH:5]=[CH:4][CH:3]=1 |f:3.4.5.6,8.9.10|. Procedure: (1-Benzyl-piperidine-4-yl)-(4-fluoro-phenyl)-amine (51.2 g) is dissolved in 180 ml benzene and cooled down with an ice bath. Borontrichloride (180 ml, 1 M hexane solution) is added drop wise over 30 min. 2-Chlorbutyronitrile (18.6 g) and aluminiumtrichloride (24.0 g) are added and the resulting mixture is heated under reflux for 15 h. Then the mixture is cooled down, 180 ml of 2N HCl, are added and the mixture is further refluxed. 200 ml Water and 200 ml CH2Cl2 are added and the resulting mixtur... Starting materials: C1(C=2C(C(N1)=O)=CC=CC2)=O.[K] (potassium phthlimide), BrCC1=CC(=CC=C1)CBr (α,α'-dibromo-m-xylene), C(C)OCC (ethyl ether), O (water). Run in CN(C=O)C (dimethylformamide). Conditions: time 8 hour. The product is BrCC=1C=C(CN2C(C=3C(C2=O)=CC=CC3)=O)C=CC1 (N-(3-bromomethylbenzyl)phthalimide). The yield is 51.5%. As a reaction SMILES: [C:1]1(=[O:11])[NH:5][C:4](=[O:6])[C:3]2=[CH:7][CH:8]=[CH:9][CH:10]=[C:2]12.[K].[Br:13][CH2:14][C:15]1[CH:20]=[CH:19][CH:18]=[C:17]([CH2:21]Br)[CH:16]=1.C(OCC)C.O>CN(C)C=O>[Br:13][CH2:14][C:15]1[CH:16]=[C:17]([CH:18]=[CH:19][CH:20]=1)[CH2:21][N:5]1[C:1](=[O:11])[C:2]2=[CH:10][CH:9]=[CH:8][CH:7]=[C:3]2[C:4]1=[O:6] |f:0.1,^1:11|. Procedure: 0.57 g of potassium phthlimide was suspended in 20 ml of dimethylformamide, and 2.42 g of α,α'-dibromo-m-xylene was added. The mixture was stirred overnight at room temperature, and then ethyl ether and water were added. The organic layer separated was worked up in a customary manner, and the product was purified by silica gel column chromatography [hexane/ethyl acetate=10/1] to give 0.52 g of N-(3-bromomethylbenzyl)phthalimide as a white crystalline powder. The reactants are CN(C)C=O, Clc1ccc2c(Nc3ccncc3)csc2c1, COc1cc(C(C)=O)ccc1OCCCCl, [H-], [Na+]. Yields the product COc1cc(C(C)=O)ccc1OCCCN(c1ccncc1)c1csc2cc(Cl)ccc12. As a reaction SMILES: [CH3:36][N:37]([CH3:38])[CH:39]=[O:40].[Cl:1][c:2]1[cH:3][cH:4][c:5]2[c:6]([s:7][cH:8][c:9]2[NH:10][c:11]2[cH:12][cH:13][n:14][cH:15][cH:16]2)[cH:17]1.[Cl:20][CH2:21][CH2:22][CH2:23][O:24][c:25]1[c:26]([O:34][CH3:35])[cH:27][c:28]([C:31]([CH3:32])=[O:33])[cH:29][cH:30]1.[H-:18].[Na+:19]>>[Cl:1][c:2]1[cH:3][cH:4][c:5]2[c:6]([s:7][cH:8][c:9]2[N:10]([c:11]2[cH:12][cH:13][n:14][cH:15][cH:16]2)[CH2:21][CH2:22][CH2:23][O:24][c:25]2[c:26]([O:34][CH3:35])[cH:27][c:28]([C:31]([CH3:32])=[O:33])[cH:29][cH:30]2)[cH:17]1. Starting materials: BrCCN1C(C2(N(C(C=3NC4=CC=C(C=C4C3C2)OC)C2=CC(=CC=C2)O)C1=O)C)=O ((3aSR,10RS)-2-(2-Bromoethyl)-10-(3-hydroxy-phenyl)-6-methoxy-3a-methyl-3a,4,9,10-tetrahydro-2,9,10a-triaza-cyclopenta[b]-fluorene-1,3-dione), C(C)(C)N (isopropyl amine). The product is OC=1C=C(C=CC1)C1N2C(CC=3C4=CC(=CC=C4NC13)OC)(C(N(C2=O)CCNC(C)C)=O)C ((3aSR,10RS)-10-(3-Hydroxy-phenyl)-2-(2-isopropylamino-ethyl)-6-methoxy-3a-methyl-3a,4,9,10-tetrahydro-2,9,10a-triaza-cyclopenta[b]fluorene-1,3-dione). Reaction SMILES: Br[CH2:2][CH2:3][N:4]1[C:28](=[O:29])[N:7]2[CH:8]([C:21]3[CH:26]=[CH:25][CH:24]=[C:23]([OH:27])[CH:22]=3)[C:9]3[NH:10][C:11]4[C:16]([C:17]=3[CH2:18][C:6]2([CH3:30])[C:5]1=[O:31])=[CH:15][C:14]([O:19][CH3:20])=[CH:13][CH:12]=4.[CH:32]([NH2:35])([CH3:34])[CH3:33]>>[OH:27][C:23]1[CH:22]=[C:21]([CH:8]2[C:9]3[NH:10][C:11]4[C:16](=[CH:15][C:14]([O:19][CH3:20])=[CH:13][CH:12]=4)[C:17]=3[CH2:18][C:6]3([CH3:30])[C:5](=[O:31])[N:4]([CH2:3][CH2:2][NH:35][CH:32]([CH3:34])[CH3:33])[C:28](=[O:29])[N:7]23)[CH:26]=[CH:25][CH:24]=1. Procedure: The title compound is prepared similarly as described for example 30 using (3aSR,10RS)-2-(2-Bromoethyl)-10-(3-hydroxy-phenyl)-6-methoxy-3a-methyl-3a,4,9,10-tetrahydro-2,9,10a-triaza-cyclopenta[b]-fluorene-1,3-dione (example 24) and isopropyl amine as starting materials. MS: m/z (MH+)=463.2